Dataset: the Open Reaction Database (ORD), a public repository of structured organic reaction records. Task: describe an organic reaction: reactants, conditions, products, and yield Starting materials: 1c, C1(=CC=CC=C1)S(=O)(=O)C1=C(C=O)C=CC(=C1)Cl (2-benzenesulfonyl-4-chlorobenzaldehyde), COC(CN1C(=CC2=CC(=CC=C12)F)C)=O ((5-fluoro-2-methylindol-1-yl)acetic acid methyl ester). Yields the product COC(CN1C(=C(C2=CC(=CC=C12)F)CC1=C(C=C(C=C1)Cl)S(=O)(=O)C1=CC=CC=C1)C)=O ([3-(2-benzenesulfonyl-4-chlorobenzyl)-5-fluoro-2-methylindol-1-yl]acetic acid methyl ester). Reaction SMILES: [C:1]1([S:7]([C:10]2[CH:17]=[C:16]([Cl:18])[CH:15]=[CH:14][C:11]=2[CH:12]=O)(=[O:9])=[O:8])[CH:6]=[CH:5][CH:4]=[CH:3][CH:2]=1.[CH3:19][O:20][C:21](=[O:34])[CH2:22][N:23]1[C:31]2[C:26](=[CH:27][C:28]([F:32])=[CH:29][CH:30]=2)[CH:25]=[C:24]1[CH3:33]>>[CH3:19][O:20][C:21](=[O:34])[CH2:22][N:23]1[C:31]2[C:26](=[CH:27][C:28]([F:32])=[CH:29][CH:30]=2)[C:25]([CH2:12][C:11]2[CH:14]=[CH:15][C:16]([Cl:18])=[CH:17][C:10]=2[S:7]([C:1]2[CH:6]=[CH:5][CH:4]=[CH:3][CH:2]=2)(=[O:9])=[O:8])=[C:24]1[CH3:33]. Reported procedure: The title compound was prepared by the method of Preparation 1c using 2-benzenesulfonyl-4-chlorobenzaldehyde and (5-fluoro-2-methylindol-1-yl)acetic acid methyl ester. Reactants: CO, [Na], CCOC(=O)C(C(=O)N(CCC(=O)OC)Cc1cccnc1)=C1SC=CS1, c1ccccc1. Product: COC(=O)C1CN(Cc2cccnc2)C(=O)C(=C2SC=CS2)C1=O. RXN SMILES: [CH3:2][OH:3].[Na:1].[S:4]1[C:5](=[C:9]([C:10](=[O:11])[O:12][CH2:13][CH3:14])[C:15]([N:16]([CH2:17][CH2:18][C:19](=[O:20])[O:21][CH3:22])[CH2:23][c:24]2[cH:25][n:26][cH:27][cH:28][cH:29]2)=[O:30])[S:6][CH:7]=[CH:8]1.[cH:31]1[cH:32][cH:33][cH:34][cH:35][cH:36]1>>[S:4]1[C:5](=[C:9]2[C:10](=[O:11])[CH:18]([C:19](=[O:20])[O:21][CH3:22])[CH2:17][N:16]([CH2:23][c:24]3[cH:25][n:26][cH:27][cH:28][cH:29]3)[C:15]2=[O:30])[S:6][CH:7]=[CH:8]1. Reactants: S1C(=NC2=C1C=CC=C2)C2=NC=C(C=C2)C (2-(benzothiazol-2-yl)-5-methylpyridine), BrN1C(CCC1=O)=O (N-bromosuccinimide), C(C1=CC=CC=C1)(=O)OOC(C1=CC=CC=C1)=O (benzoyl peroxide). The solvent is C(Cl)(Cl)(Cl)Cl (carbon tetrachloride). The product is S1C(=NC2=C1C=CC=C2)C2=NC=C(C=C2)CBr (2-(benzothiazol-2-yl)-5-bromomethylpyridine). Yield: 70.7%. Reaction SMILES: [S:1]1[C:5]2[CH:6]=[CH:7][CH:8]=[CH:9][C:4]=2[N:3]=[C:2]1[C:10]1[CH:15]=[CH:14][C:13]([CH3:16])=[CH:12][N:11]=1.[Br:17]N1C(=O)CCC1=O.C(OOC(=O)C1C=CC=CC=1)(=O)C1C=CC=CC=1>C(Cl)(Cl)(Cl)Cl>[S:1]1[C:5]2[CH:6]=[CH:7][CH:8]=[CH:9][C:4]=2[N:3]=[C:2]1[C:10]1[CH:15]=[CH:14][C:13]([CH2:16][Br:17])=[CH:12][N:11]=1. Reported procedure: In 800 ml of dry carbon tetrachloride was dissolved 20 g (0.088 mol) of 2-(benzothiazol-2-yl)-5-methylpyridine, followed by the addition of 16.4 g (0.092 mol) of N-bromosuccinimide and a catalytic amount of benzoyl peroxide. The mixture was heated at reflex for 10 hours, after which time it was allowed to cool down to room temperature. The precipitated succinimide was filtered off, the filtrate concentrated to 200 ml and the resulting crude crystals collected by filtration. Yield 24 g. Recrystal... Reaction conditions: temperature 65 celsius. RXN SMILES: C[O-].[Na+].Cl.[NH2:5][CH2:6][C:7]([NH2:9])=[O:8].C(O)(=O)C.[Cl:14][C:15]1[CH:16]=[CH:17][C:18]([O:29][CH3:30])=[C:19]([C:21](=O)[CH2:22][C:23]([O:25][CH2:26][CH3:27])=[O:24])[CH:20]=1>CO>[NH2:9][C:7](=[O:8])[CH2:6][NH:5]/[C:21](/[C:19]1[CH:20]=[C:15]([Cl:14])[CH:16]=[CH:17][C:18]=1[O:29][CH3:30])=[CH:22]\[C:23]([O:25][CH2:26][CH3:27])=[O:24] |f:0.1,2.3|. Run in CO (methanol). Reported procedure: A 5-L reaction vessel was charged with methanol (3.3 L), sodium methoxide (102.4 g, 1.8 moles), and glycinamide hydrochloride (202 g, 1.8 moles). The mixture was heated at 65° C. for 1 hour before cooling to 50° C. and adding acetic acid (514.25 mmoles, 30.88 g, 29.47 mL) and ethyl 3-(5-chloro-2-methoxyphenyl)-3-oxopropanoate (300 g, 1.03 mole). After heating to reflux for 16 hours, the reaction mixture was stirred as it was cooled to 10° C. After 30 min the resulting solid was collected by vacu... Starting materials: 5-L, C(C)(=O)O (acetic acid), ClC=1C=CC(=C(C1)C(CC(=O)OCC)=O)OC (ethyl 3-(5-chloro-2-methoxyphenyl)-3-oxopropanoate), C[O-].[Na+] (sodium methoxide), Cl.NCC(=O)N (glycinamide hydrochloride). Yields the product NC(CN\C(=C/C(=O)OCC)\C1=C(C=CC(=C1)Cl)OC)=O ((Z)-Ethyl 3-((2-amino-2-oxoethyl)amino)-3-(5-chloro-2-methoxyphenyl)acrylate). Yield: 105.4%. The reactants are C(CCC)[Li] (n-Butyllithium), S1C(=CC=C1)C=1SC=CC1 (2,2'-bithiophene), C(CCC)[Sn](CCCC)(CCCC)Cl (Tributylstannyl chloride). The solvent is C1CCOC1 (THF). Conditions: temperature -40 celsius, time 1 hour. Yields the product C(CCC)[Sn](C1(SC=CC1)C=1SC=CC1)(CCCC)CCCC (2-(tributylstannyl)-2,2'-bithiophene). The yield is 99.0%. Reaction SMILES: C([Li])CCC.[S:6]1[CH:10]=[CH:9][CH:8]=[C:7]1[C:11]1[S:12][CH:13]=[CH:14][CH:15]=1.[CH2:16]([Sn:20](Cl)([CH2:25][CH2:26][CH2:27][CH3:28])[CH2:21][CH2:22][CH2:23][CH3:24])[CH2:17][CH2:18][CH3:19]>C1COCC1>[CH2:25]([Sn:20]([CH2:16][CH2:17][CH2:18][CH3:19])([CH2:21][CH2:22][CH2:23][CH3:24])[C:7]1([C:11]2[S:12][CH:13]=[CH:14][CH:15]=2)[CH2:8][CH:9]=[CH:10][S:6]1)[CH2:26][CH2:27][CH3:28]. Reported procedure: n-Butyllithium (22.0 mL, 55.0 mmol, 2.5 M solution in hexane) was added dropwise at -78° C. to a solution of 2,2'-bithiophene (9.44 g, 56.78 mmol) in anhydrous THF (600 mL) under nitrogen. The solution was stirred for 1 h and warmed to -40° C. Tributylstannyl chloride (17.90 g, 55.00 mmol) was added and the entire solution was finally allowed to warm to room temperature. At room temperature the mixture was filtered using Celite and the solvent was stripped. The organo-tin compound was vacuum dri... The reactants are C(C)(=O)OCC1=C(C=CC=C1)CCl ([2-(chloromethyl)phenyl]methyl acetate), [C-]#N.[Na+] (sodium cyanide). Solvent: CS(=O)C (dimethyl sulfoxide). Reaction conditions: temperature 80 celsius, time 1 hour. Yields the product C(C)(=O)OCC1=C(C=CC=C1)CC#N ([2-(cyano-methyl)phenyl]methyl acetate). RXN SMILES: [C:1]([O:4][CH2:5][C:6]1[CH:11]=[CH:10][CH:9]=[CH:8][C:7]=1[CH2:12]Cl)(=[O:3])[CH3:2].[C-:14]#[N:15].[Na+]>CS(C)=O>[C:1]([O:4][CH2:5][C:6]1[CH:11]=[CH:10][CH:9]=[CH:8][C:7]=1[CH2:12][C:14]#[N:15])(=[O:3])[CH3:2] |f:1.2|. Procedure: To a glass-made three-necked flask (volume: 100 ml) with a condenser, 50.0 g of [2-(chloromethyl)phenyl]methyl acetate (purity: 89%) and 50.0 g of dimethyl sulfoxide were added, and the mixture was heated to 80° C. Thereto, 50.0 g of a 34 wt % aqueous sodium cyanide solution was added dropwise while stirring over one hour. After completion of the dropwise addition, the mixed solution was continuously stirred for one hour while keeping the temperature at 80° C. The reaction mixture obtained was a... Starting materials: ClC1=C(OCCO)C=CC=C1 (2-(2-chlorophenoxy)ethanol), CO (MeOH), [N+](=[N-])=CC(=O)OCC (ethyl diazoacetate). The reagents and catalysts are CC(=O)O.CC(=O)O.CC(=O)O.CC(=O)O.[Rh].[Rh] (rhodium (II) acetate dimer). Run in ClCCl (dichloromethane). Conditions: time 20 minute. Yields the product C(C)OC(COCCOC1=C(C=CC=C1)Cl)=O (2-[2-(2-Chlorophenoxy)ethoxy]acetic acid ethyl ester). Yield: 52.6%. Reaction SMILES: [Cl:1][C:2]1[CH:11]=[CH:10][CH:9]=[CH:8][C:3]=1[O:4][CH2:5][CH2:6][OH:7].[N+](=[CH:14][C:15]([O:17][CH2:18][CH3:19])=[O:16])=[N-].CO>ClCCl.CC(O)=O.CC(O)=O.CC(O)=O.CC(O)=O.[Rh].[Rh]>[CH2:18]([O:17][C:15](=[O:16])[CH2:14][O:7][CH2:6][CH2:5][O:4][C:3]1[CH:8]=[CH:9][CH:10]=[CH:11][C:2]=1[Cl:1])[CH3:19] |f:4.5.6.7.8.9|. Procedure details: To a solution of 2-(2-chlorophenoxy)ethanol (1.73 mL, 10.0 mmol) in dichloromethane (20 mL) is added rhodium (II) acetate dimer (11 mg) followed by ethyl diazoacetate (1.05 mL, 10.0 mmol). The reaction mixture is stirred at rt for 20 min. To the reaction mixture is added MeOH followed by rotary evaporated, and the residue is purified by chromatography on silica gel; elution with EtOAc:heptane (25:75) gives 1.36 g of the product 436. 1H NMR (CDCl3) δ 7.35 (d, 1 H), 7.19 (d, 1 H), 6.95-6.90 (m, 2 ... Starting materials: C1C(CC12CCC2)C(=O)O (spiro[3.3]heptane-2-carboxylic acid), C(C)(C)[N-]C(C)C.[Li+] (lithium diisopropylamide), CI (Methyl iodide), [H-].[Na+] (sodium hydride). Solvent: C1CCOC1 (THF), C1CCOC1 (THF), C1CCOC1 (THF). Reaction conditions: temperature -20 celsius, time 0.5 hour. Product: CC1(CC2(C1)CCC2)C(=O)O (2-methylspiro[3.3]heptane-2-carboxylic acid). Yield: 82.5%. Reaction SMILES: [H-].[Na+].[CH2:3]1[C:6]2([CH2:9][CH2:8][CH2:7]2)[CH2:5][CH:4]1[C:10]([OH:12])=[O:11].[CH:13]([N-]C(C)C)(C)C.[Li+].CI>C1COCC1>[CH3:13][C:4]1([C:10]([OH:12])=[O:11])[CH2:5][C:6]2([CH2:9][CH2:8][CH2:7]2)[CH2:3]1 |f:0.1,3.4|. Procedure details: A slurry of 2.15 g (44.2 mmol) of sodium hydride (50% in oil) in 45.0 ml of dry THF was stirred under argon at -20° C. A solution of 5.52 g (40.0 mmol) of spiro[3.3]heptane-2-carboxylic acid in 5.0 ml of dry THF was added dropwise. The reaction mixture was stirred for 0.5 hr at -20° C. A solution of 44.5 mmol of freshly-prepared, -20° C lithium diisopropylamide in 31.0 ml of THF was added to the reaction mixture. The reaction mixture was stirred for 0.3 hr at 0° C. Methyl iodide (2.80 ml, 44.5 m... The reactants are O=C1OC2=C(C=C1)C=C(C=C2)N2CCN(CC2)CCCCC2=CNC1=CC=C(C=C21)C(=O)OC (methyl 3-{4-[4-(2-oxo-2H-1-benzopyran-6-yl)-1-piperazinyl]butyl}indole-5-carboxylate). Run in [OH-].[K+] (KOH). The product is O=C1OC2=C(C=C1)C=C(C=C2)N2CCN(CC2)CCCCC2=CNC1=CC=C(C=C21)C(=O)O (3-{4-[4-(2-oxo-2H-1-benzopyran-6-yl)-1-piperazinyl]butyl}indole-5-carboxylic acid). Reaction SMILES: [O:1]=[C:2]1[CH:7]=[CH:6][C:5]2[CH:8]=[C:9]([N:12]3[CH2:17][CH2:16][N:15]([CH2:18][CH2:19][CH2:20][CH2:21][C:22]4[C:30]5[C:25](=[CH:26][CH:27]=[C:28]([C:31]([O:33]C)=[O:32])[CH:29]=5)[NH:24][CH:23]=4)[CH2:14][CH2:13]3)[CH:10]=[CH:11][C:4]=2[O:3]1>[OH-].[K+]>[O:1]=[C:2]1[CH:7]=[CH:6][C:5]2[CH:8]=[C:9]([N:12]3[CH2:13][CH2:14][N:15]([CH2:18][CH2:19][CH2:20][CH2:21][C:22]4[C:30]5[C:25](=[CH:26][CH:27]=[C:28]([C:31]([OH:33])=[O:32])[CH:29]=5)[NH:24][CH:23]=4)[CH2:16][CH2:17]3)[CH:10]=[CH:11][C:4]=2[O:3]1 |f:1.2|. Procedure: 1.8 g of methyl 3-{4-[4-(2-oxo-2H-1-benzopyran-6-yl)-1-piperazinyl]butyl}indole-5-carboxylate are boiled for 30 minutes with 100 ml of 2N ethanolic KOH and worked up in the customary manner and 3-{4-[4-(2-oxo-2H-1-benzopyran-6-yl)-1-piperazinyl]butyl}indole-5-carboxylic acid is obtained.